This data is from the Open Reaction Database (ORD), a public repository of structured organic reaction records. The task is: describe an organic reaction: reactants, conditions, products, and yield Procedure: Add diisobutylaluminum hydride (35 mL; 1M in hexanes; 1.5 equiv; 35 mmoles) to a 0° C. solution of 6-[[tert-butyl(diphenyl)silyl]oxymethyl]-5,6-dihydroimidazo[2,1-c][1,4]oxazin-8-one (9.48 g; 1.0 equiv; 23.32 mmoles) in dichloromethane (200 mL). Stir the solution for 15 minutes, then add methanol (150 mL). After 5 minutes, add sodium borohydride (0.176 g; 0.2 equiv; 4.66 mmoles) and maintain the solution at 0° C. for 15 minutes. Add saturate sodium potassium tartrate (50 mL) and stir the solutio... The yield is 98.2%. The reactants are [BH4-].[Na+] (sodium borohydride), [H-].C(C(C)C)[Al+]CC(C)C (diisobutylaluminum hydride), [Si](C1=CC=CC=C1)(C1=CC=CC=C1)(C(C)(C)C)OCC1CN2C(C(O1)=O)=NC=C2 (6-[[tert-butyl(diphenyl)silyl]oxymethyl]-5,6-dihydroimidazo[2,1-c][1,4]oxazin-8-one), CO (methanol). RXN SMILES: [H-].C([Al+]CC(C)C)C(C)C.[Si:11]([O:28][CH2:29][CH:30]1[O:35][C:34](=[O:36])[C:33]2=[N:37][CH:38]=[CH:39][N:32]2[CH2:31]1)([C:24]([CH3:27])([CH3:26])[CH3:25])([C:18]1[CH:23]=[CH:22][CH:21]=[CH:20][CH:19]=1)[C:12]1[CH:17]=[CH:16][CH:15]=[CH:14][CH:13]=1.CO.[BH4-].[Na+]>ClCCl>[Si:11]([O:28][CH2:29][CH:30]([OH:35])[CH2:31][N:32]1[CH:39]=[CH:38][N:37]=[C:33]1[CH2:34][OH:36])([C:24]([CH3:26])([CH3:27])[CH3:25])([C:12]1[CH:13]=[CH:14][CH:15]=[CH:16][CH:17]=1)[C:18]1[CH:23]=[CH:22][CH:21]=[CH:20][CH:19]=1 |f:0.1,4.5|. The product is [Si](C1=CC=CC=C1)(C1=CC=CC=C1)(C(C)(C)C)OCC(CN1C(=NC=C1)CO)O (1-[tert-butyl(diphenyl)silyl]oxy-3-[2-(hydroxymethyl)imidazol-1-yl]propan-2-ol). Conditions: temperature 0 celsius, time 15 minute. Run in ClCCl (dichloromethane). The reactants are n1(nc(c(c1)B1OC(C(O1)(C)C)(C)C)C)C, c1(cc(nc(n1)Cl)Cl)Cl. The reagents and catalysts are c1ccc(cc1)-c2c3ccccc3cc4ccccc24 (9-Phenylanthracene), [OH-].[Na+]Â Â  (NaOH), O (water), P(C1CCCC1)(c1ccccc1)c1ccccc1.P(C1CCCC1)(c1ccccc1)c1ccccc1.C(Cl)Cl.[Pd](Cl)Cl.[Fe] (Pd(dppf)2Cl2). Run in CC1=CC=CC=C1 (Toluene). Run at temperature 60 celsius, time 18 hour. Yields the product Cc1nn(C)cc1c2cc(Cl)nc(Cl)n2. RXN SMILES: Cl[c:1]1[n:8][c:6]([Cl:7])[n:5][c:3]([Cl:4])[cH:2]1.[CH3:9][c:10]1[c:15](B2OC(C)(C)C(C)(C)O2)[cH:14][n:12]([CH3:13])[n:11]1>>[CH3:9][c:10]1[c:15]([c:1]2[n:8][c:6]([Cl:7])[n:5][c:3]([Cl:4])[cH:2]2)[cH:14][n:12]([CH3:13])[n:11]1. The reactants are C(C1=CC=CC=C1)OC=1C=C(C=CC1)CCC(=O)C1CCCC1 (3-(3-benzyloxy-phenyl)-1-cyclopentyl-propan-1-one), C(CCC)[Li] (n-butyllithium), C(CC(=O)C)(=O)OC (methyl acetoacetate), [H-].[Na+] (NaH). Run in C1CCOC1 (THF). Product: C(C1=CC=CC=C1)OC=1C=C(C=CC1)CCC1(CC(=CC(O1)=O)O)C1CCCC1 (6-[2-(3-Benzyloxy-phenyl)-ethyl]-6-cyclopentyl-4-hydroxy-5,6-dihydro-pyran-2-one). RXN SMILES: [CH2:1]([O:8][C:9]1[CH:10]=[C:11]([CH2:15][CH2:16][C:17]([CH:19]2[CH2:23][CH2:22][CH2:21][CH2:20]2)=[O:18])[CH:12]=[CH:13][CH:14]=1)[C:2]1[CH:7]=[CH:6][CH:5]=[CH:4][CH:3]=1.[C:24](OC)(=[O:29])[CH2:25][C:26]([CH3:28])=[O:27].[H-].[Na+].C([Li])CCC>C1COCC1>[CH2:1]([O:8][C:9]1[CH:10]=[C:11]([CH2:15][CH2:16][C:17]2([CH:19]3[CH2:20][CH2:21][CH2:22][CH2:23]3)[O:18][C:24](=[O:29])[CH:25]=[C:26]([OH:27])[CH2:28]2)[CH:12]=[CH:13][CH:14]=1)[C:2]1[CH:3]=[CH:4][CH:5]=[CH:6][CH:7]=1 |f:2.3|. Procedure: The title compound was prepared as described in General Method 6 using 3-(3-benzyloxy-phenyl)-1-cyclopentyl-propan-1-one (3.3 g, 11.3 mmol) from Example YYYY, 2.45 mL (22.7 mmcl) of methyl acetoacetate, 0.93 g (23.2 mmol) of 60% NaH dispersion in mineral oil, 14.5 mL (1.6M, 23.2 mmol) of n-butyllithium and 40 mL of THF. The reaction mixture was quenched with 5 mL HOAc and the mixture was worked up in the normal manner.